Dataset: the Open Reaction Database (ORD), a public repository of structured organic reaction records. Task: describe an organic reaction: reactants, conditions, products, and yield Reactants: O=CCOCc1ccccc1, CCOC(=O)CP(=O)(OCC)OCC, [H-], [Na+]. The product is CCOC(=O)C=CCOCc1ccccc1. RXN SMILES: [CH2:17]([c:18]1[cH:19][cH:20][cH:21][cH:22][cH:23]1)[O:24][CH2:25][CH:26]=[O:27].[CH3:1][CH2:2][O:3][C:4](=[O:5])[CH2:6][P:7]([O:8][CH2:9][CH3:10])([O:11][CH2:12][CH3:13])=[O:14].[H-:16].[Na+:15]>>[CH3:1][CH2:2][O:3][C:4](=[O:5])[CH:6]=[CH:26][CH2:25][O:24][CH2:17][c:18]1[cH:19][cH:20][cH:21][cH:22][cH:23]1. The reactants are CC1=CC2=C(NC3=C(N=C2N2CCN(CC2)C)C=CC=C3)S1 (2-methyl-4-(4-methyl-1-piperazinyl)-10H-thieno[2,3-b][1,5]benzodiazepine), [H-].[Na+] (sodium hydride), O (Water), C(C)(C)Br (isopropyl bromide). The solvent is CN(C=O)C (dimethylformamide). Run at time 30 minute. Yields the product CC1=CC2=C(N(C3=C(N=C2N2CCN(CC2)C)C=CC=C3)C(C)C)S1 (2-Methyl-10-(1-methylethyl)-4-(4-methyl-1-piperazinyl)-10H-thieno[2,3-b][1,5]benzodiazepine). Reaction SMILES: [CH3:1][C:2]1[S:22][C:5]2[NH:6][C:7]3[CH:21]=[CH:20][CH:19]=[CH:18][C:8]=3[N:9]=[C:10]([N:11]3[CH2:16][CH2:15][N:14]([CH3:17])[CH2:13][CH2:12]3)[C:4]=2[CH:3]=1.[H-].[Na+].[CH:25](Br)([CH3:27])[CH3:26].O>CN(C)C=O>[CH3:1][C:2]1[S:22][C:5]2[N:6]([CH:25]([CH3:27])[CH3:26])[C:7]3[CH:21]=[CH:20][CH:19]=[CH:18][C:8]=3[N:9]=[C:10]([N:11]3[CH2:16][CH2:15][N:14]([CH3:17])[CH2:13][CH2:12]3)[C:4]=2[CH:3]=1 |f:1.2|. Procedure details: To a solution of 2-methyl-4-(4-methyl-1-piperazinyl)-10H-thieno[2,3-b][1,5]benzodiazepine (3.12 g) in dry dimethylformamide (50 ml) was added sodium hydride (0.63 g, 50% dispersion). The reaction mixture was stirred for 30 minutes at room temperature, then 30 minutes at 60-70° C. The reaction was cooled to 40° C., isopropyl bromide (1.13 ml) added and left for one hour. Water was added and the reaction extracted with ethyl acetate, washed with water, dried and evaporated under reduced pressure. ... Reactants: [OH-].[Na+] (sodium hydroxide), ClCCCN1C(N(C2=C1C=CC=C2)C(=C)C)=O (1-(3-chloropropyl)-1,3-dihydro-3-(1-methylethenyl)-2H-benzimidazol-2-one), FC1=CC=C(C=C1)C1(CCNCC1)O (4-(4-fluorophenyl)-4-piperidinol), C([O-])([O-])=O.[Na+].[Na+] (sodium carbonate). Solvent: O (water), O (water), CC(CC(C)=O)C (4-methyl-2-pentanone). The product is FC1=CC=C(C=C1)C1(CCN(CC1)CCCN1C(NC2=C1C=CC=C2)=O)O (1-{3-[4-(4-fluorophenyl)-4-hydroxy-1-piperidinyl]propyl}-1,3-dihydro-2H-benzimidazol-2-one). As a reaction SMILES: Cl[CH2:2][CH2:3][CH2:4][N:5]1[C:9]2[CH:10]=[CH:11][CH:12]=[CH:13][C:8]=2[N:7](C(C)=C)[C:6]1=[O:17].[F:18][C:19]1[CH:24]=[CH:23][C:22]([C:25]2([OH:31])[CH2:30][CH2:29][NH:28][CH2:27][CH2:26]2)=[CH:21][CH:20]=1.C(=O)([O-])[O-].[Na+].[Na+].[OH-].[Na+]>O.CC(C)CC(=O)C>[F:18][C:19]1[CH:24]=[CH:23][C:22]([C:25]2([OH:31])[CH2:26][CH2:27][N:28]([CH2:2][CH2:3][CH2:4][N:5]3[C:9]4[CH:10]=[CH:11][CH:12]=[CH:13][C:8]=4[NH:7][C:6]3=[O:17])[CH2:29][CH2:30]2)=[CH:21][CH:20]=1 |f:2.3.4,5.6|. Procedure: A mixture of 5 parts of 1-(3-chloropropyl)-1,3-dihydro-3-(1-methylethenyl)-2H-benzimidazol-2-one, 3.9 parts of 4-(4-fluorophenyl)-4-piperidinol, 5.3 parts of sodium carbonate and 80 parts of 4-methyl-2-pentanone is stirred and refluxed for 48 hours with water-separator. The reaction mixture is cooled to room temperature, water is added and the whole is alkalized with 15 parts of a sodium hydroxide solution 60%. The layers are separated and the organic phase is dried, filtered and evaporated. The...